Dataset: the Open Reaction Database (ORD), a public repository of structured organic reaction records. Task: describe an organic reaction: reactants, conditions, products, and yield The reactants are NC1=NC=CC=N1 (2-aminopyrimidine), BrCC(=O)C1=CC=C(C=C1)[N+](=O)[O-] (2-bromo-4′-nitroacetophenone), CCOC(=O)C (EtOAc). Run in CN(C)C=O (DMF). Reaction conditions: time 16 hour. Yields the product Br.[N+](=O)([O-])C1=CC=C(C=C1)C=1N=C2N(C=CC=N2)C1 (2-(4-Nitrophenyl)imidazo[1,2-a]pyrimidine hydrobromide). RXN SMILES: [NH2:1][C:2]1[N:7]=[CH:6][CH:5]=[CH:4][N:3]=1.[Br:8][CH2:9][C:10]([C:12]1[CH:17]=[CH:16][C:15]([N+:18]([O-:20])=[O:19])=[CH:14][CH:13]=1)=O.CCOC(C)=O>CN(C=O)C>[BrH:8].[N+:18]([C:15]1[CH:16]=[CH:17][C:12]([C:10]2[N:1]=[C:2]3[N:7]=[CH:6][CH:5]=[CH:4][N:3]3[CH:9]=2)=[CH:13][CH:14]=1)([O-:20])=[O:19] |f:4.5|. Procedure details: A mixture of 2-aminopyrimidine (0.40 g, 4.22 mmol) and 2-bromo-4′-nitroacetophenone (1.03 g, 4.22 mmol) in DMF (8 ml) was stirred at rt for 16 h. EtOAc (15 ml) was added to the resulting yellow, viscous mixture and the precipitate collected by filtration and washed with EtOAc (50 ml). After drying under high vacuum, a yellow solid was obtained (0.67 g, 51%). Starting materials: CC(=O)O[BH-](OC(C)=O)OC(C)=O, CC(C)(C)OC(=O)n1ccc(N)n1, CC(C)=O, CC(=O)O, ClCCl, [Na+]. Product: CC(C)Nc1ccn(C(=O)OC(C)(C)C)n1. Reaction SMILES: [C:22]([O:23][BH-:24]([O:25][C:26](=[O:27])[CH3:28])[O:29][C:30](=[O:31])[CH3:32])(=[O:33])[CH3:34].[C:9]([CH3:10])([CH3:11])([CH3:12])[O:13][C:14](=[O:15])[n:16]1[n:17][c:18]([NH2:21])[cH:19][cH:20]1.[CH3:1][C:2]([CH3:3])=[O:4].[CH3:5][C:6](=[O:7])[OH:8].[Cl:36][CH2:37][Cl:38].[Na+:35]>>[CH3:1][CH:2]([CH3:3])[NH:21][c:18]1[n:17][n:16]([C:14]([O:13][C:9]([CH3:10])([CH3:11])[CH3:12])=[O:15])[cH:20][cH:19]1. Reactants: CC(C)(C)[O-], COC(=O)CCC(C(N)=O)N1Cc2c(OCC3CCCOC3)cccc2C1=O, Cl, [K+], C1CCOC1, O. The product is O=C1CCC(N2Cc3c(OCC4CCCOC4)cccc3C2=O)C(=O)N1. Reaction SMILES: [CH3:1][C:2]([CH3:3])([O-:4])[CH3:5].[CH3:7][O:8][C:9]([CH2:10][CH2:11][CH:12]([N:13]1[C:14](=[O:30])[c:15]2[cH:16][cH:17][cH:18][c:19]([O:22][CH2:23][CH:24]3[CH2:25][O:26][CH2:27][CH2:28][CH2:29]3)[c:20]2[CH2:21]1)[C:31]([NH2:32])=[O:33])=[O:34].[ClH:35].[K+:6].[O:37]1[CH2:38][CH2:39][CH2:40][CH2:41]1.[OH2:36]>>[O:8]=[C:9]1[CH2:10][CH2:11][CH:12]([N:13]2[C:14](=[O:30])[c:15]3[cH:16][cH:17][cH:18][c:19]([O:22][CH2:23][CH:24]4[CH2:25][O:26][CH2:27][CH2:28][CH2:29]4)[c:20]3[CH2:21]2)[C:31](=[O:33])[NH:32]1. Starting materials: ClC1=C2C(=NC(=C1)C1=CC(CC1)O)CCC2 (3-(4-chloro-6,7-dihydro-5H-cyclopenta[b]pyridin-2-yl)cyclopent-2-enol), C(C)OC(CC1=CC=C(C=C1)N)=O (4-aminophenylacetic acid ethyl ester), C=1C=CC(=CC1)P(C=2C=CC=CC2)C3=CC=C4C=CC=CC4=C3C5=C6C=CC=CC6=CC=C5P(C=7C=CC=CC7)C=8C=CC=CC8 (rac-BINAP), C([O-])([O-])=O.[Cs+].[Cs+] (cesium carbonate). The reagents and catalysts are C(C)(=O)[O-].[Pd+2].C(C)(=O)[O-] (palladium acetate). The solvent is O1CCOCC1 (dioxane), C(C)(=O)OCC (ethyl acetate), O (water). Run at temperature 120 celsius. The product is [NH4+].[OH-] (NH4OH), OC1C=C(CC1)C1=CC(=C2C(=N1)CCC2)NC2=CC=C(C=C2)CC(=O)OCC (Ethyl 2-(4-((2-(3-hydroxycyclopent-1-en-1-yl)-6,7-dihydro-5H-cyclopenta[b]pyridin-4-yl)amino)phenyl)acetate). Isolated yield 112.9%. As a reaction SMILES: Cl[C:2]1[CH:7]=[C:6]([C:8]2[CH2:12][CH2:11][CH:10]([OH:13])[CH:9]=2)[N:5]=[C:4]2[CH2:14][CH2:15][CH2:16][C:3]=12.[CH2:17]([O:19][C:20](=[O:29])[CH2:21][C:22]1[CH:27]=[CH:26][C:25]([NH2:28])=[CH:24][CH:23]=1)[CH3:18].C1C=CC(P(C2C(C3C(P(C4C=CC=CC=4)C4C=CC=CC=4)=CC=C4C=3C=CC=C4)=C3C(C=CC=C3)=CC=2)C2C=CC=CC=2)=CC=1.C(=O)([O-])[O-].[Cs+].[Cs+]>O1CCOCC1.C(OCC)(=O)C.O.C([O-])(=O)C.[Pd+2].C([O-])(=O)C>[NH4+:5].[OH-:13].[OH:13][CH:10]1[CH2:11][CH2:12][C:8]([C:6]2[N:5]=[C:4]3[CH2:14][CH2:15][CH2:16][C:3]3=[C:2]([NH:28][C:25]3[CH:24]=[CH:23][C:22]([CH2:21][C:20]([O:19][CH2:17][CH3:18])=[O:29])=[CH:27][CH:26]=3)[CH:7]=2)=[CH:9]1 |f:3.4.5,9.10.11,12.13|. Procedure details: A 10-mL vial was charged with 3-(4-chloro-6,7-dihydro-5H-cyclopenta[b]pyridin-2-yl)cyclopent-2-enol (0.120 g, 0.51 mmol), 4-aminophenylacetic acid ethyl ester (0.096 g, 0.53 mmol), palladium acetate (0.006 g, 0.025 mmol), rac-BINAP (0.024 g, 0.038 mmol) and cesium carbonate (0.414 g, 1.27 mmol) in dioxane (6 mL) under argon. The reaction mixture was heated to 120° C. under microwave irradiation for 2 h. The reaction mixture was cooled, and diluted with ethyl acetate (75 mL) and water (5 mL). The...